This data is from the Open Reaction Database (ORD), a public repository of structured organic reaction records. The task is: describe an organic reaction: reactants, conditions, products, and yield Reactants: CO, CCOC(=O)C=Cc1cnc(NC2CCN(Cc3cccc(C)c3)C2)c(Cl)c1, [Na+], [OH-]. Yields the product Cc1cccc(CN2CCC(Nc3ncc(C=CC(=O)O)cc3Cl)C2)c1. As a reaction SMILES: [CH3:31][OH:32].[Cl:1][c:2]1[cH:3][c:4]([CH:22]=[CH:23][C:24](=[O:25])[O:26][CH2:27][CH3:28])[cH:5][n:6][c:7]1[NH:8][CH:9]1[CH2:10][N:11]([CH2:14][c:15]2[cH:16][c:17]([CH3:21])[cH:18][cH:19][cH:20]2)[CH2:12][CH2:13]1.[Na+:30].[OH-:29]>>[Cl:1][c:2]1[cH:3][c:4]([CH:22]=[CH:23][C:24](=[O:25])[OH:26])[cH:5][n:6][c:7]1[NH:8][CH:9]1[CH2:10][N:11]([CH2:14][c:15]2[cH:16][c:17]([CH3:21])[cH:18][cH:19][cH:20]2)[CH2:12][CH2:13]1. Starting materials: CS(=O)(=O)OCCC1=CC=C(C=C1)NC1=NC=2C3=C(C(CC2C=N1)C1=C(C=CC=C1)C(F)(F)F)C=CC=C3 (4-(6-(2-(trifluoromethyl)phenyl)-5,6-dihydrobenzo[h]quinazolin-2-ylamino)phenethyl methanesulfonate), COCCN1CCNCC1 (1-(2-methoxyethyl)piperazine). Solvent: C(C)N(CC)CC (triethylamine). Yields the product COCCN1CCN(CC1)CCC1=CC=C(C=C1)NC1=NC=2C3=C(C(CC2C=N1)C1=C(C=CC=C1)C(F)(F)F)C=CC=C3 (N-(4-(2-(4-(2-methoxyethyl)piperazin-1-yl)ethyl)phenyl)-6-(2-(trifluoromethyl)phenyl)-5,6-dihydrobenzo[h]quinazolin-2-amine). Reaction SMILES: CS(O[CH2:6][CH2:7][C:8]1[CH:13]=[CH:12][C:11]([NH:14][C:15]2[N:24]=[CH:23][C:22]3[CH2:21][CH:20]([C:25]4[CH:30]=[CH:29][CH:28]=[CH:27][C:26]=4[C:31]([F:34])([F:33])[F:32])[C:19]4[CH:35]=[CH:36][CH:37]=[CH:38][C:18]=4[C:17]=3[N:16]=2)=[CH:10][CH:9]=1)(=O)=O.[CH3:39][O:40][CH2:41][CH2:42][N:43]1[CH2:48][CH2:47][NH:46][CH2:45][CH2:44]1>C(N(CC)CC)C>[CH3:39][O:40][CH2:41][CH2:42][N:43]1[CH2:48][CH2:47][N:46]([CH2:6][CH2:7][C:8]2[CH:13]=[CH:12][C:11]([NH:14][C:15]3[N:24]=[CH:23][C:22]4[CH2:21][CH:20]([C:25]5[CH:30]=[CH:29][CH:28]=[CH:27][C:26]=5[C:31]([F:33])([F:32])[F:34])[C:19]5[CH:35]=[CH:36][CH:37]=[CH:38][C:18]=5[C:17]=4[N:16]=3)=[CH:10][CH:9]=2)[CH2:45][CH2:44]1. Reported procedure: This was synthesized by using 4-(6-(2-(trifluoromethyl)phenyl)-5,6-dihydrobenzo[h]quinazolin-2-ylamino)phenethyl methanesulfonate, 1-(2-methoxyethyl)piperazine and triethylamine as described in general procedure 2 to afford the desired product. M.p.=139-140° C. 1H NMR 400 MHz (DMSO-d6) δ 9.55 (s, 1 H); 8.38-8.34 (m, 2 H), 7.82-7.75 (m, 3 H), 7.56 (t, 1 H), 7.49-7.40 (m, 3 H), 7.27 (d, J=8.0 Hz, 1 H), 7.18-7.15 (m, 2 H), 6.76 (d, J=7.2 Hz, 1 H), 4.64 (t, J=7.6 Hz, 1 H), 3.43-3.37 (m, 2 H), 3.34 (... Starting materials: CC(C=O)(CC)C (2,2-dimethylbutanal), COC=1C=CC2=C(C(=C(O2)C(C(C)(C)C)=O)C)C1 (1-(5-Methoxy-3-methyl-1-benzofuran-2-yl)-2,2-dimethylpropan-1-one), [Li+].CC(C)[N-]C(C)C (LDA), C(C)C1=CC=CC=C1 (ethylbenzene). Run in C1CCOC1 (THF), CCCCCCC (heptane), C1CCOC1 (THF). Run at time 50 minute. Yields the product OC(CC1=C(OC2=C1C=C(C=C2)OC)C(C(C)(C)C)=O)C(CC)(C)C (1-[3-(2-Hydroxy-3,3-dimethylpentyl)-5-methoxy-1-benzofuran-2-yl]-2,2-dimethylpropan-1-one). RXN SMILES: [CH3:1][O:2][C:3]1[CH:4]=[CH:5][C:6]2[O:10][C:9]([C:11](=[O:16])[C:12]([CH3:15])([CH3:14])[CH3:13])=[C:8]([CH3:17])[C:7]=2[CH:18]=1.[Li+].CC([N-]C(C)C)C.C(C1C=CC=CC=1)C.[CH3:35][C:36]([CH3:41])([CH2:39][CH3:40])[CH:37]=[O:38]>C1COCC1.CCCCCCC>[OH:38][CH:37]([C:36]([CH3:41])([CH3:35])[CH2:39][CH3:40])[CH2:17][C:8]1[C:7]2[CH:18]=[C:3]([O:2][CH3:1])[CH:4]=[CH:5][C:6]=2[O:10][C:9]=1[C:11](=[O:16])[C:12]([CH3:13])([CH3:14])[CH3:15] |f:1.2|. Procedure details: To a solution of 0.493 g 1-(5-methoxy-3-methyl-1-benzofuran-2-yl)-2,2-dimethylpropan-1-one from Step A Example 1 in 20 mL anhydrous THF at −78° C. under nitrogen was added 2.0 mL 2 M LDA in heptane, THF, and ethylbenzene. After 50 minutes, 0.40 g 2,2-dimethylbutanal was added. Remove the cooling bath and let the reaction mixture warm up to room temperature. After 70 minutes, the reaction was quenched by adding 2 mL saturated ammonium chloride and the reaction mixture was evaporated under reduced... The reactants are C(C(C)(C)C)(=O)OC[C@@H](O)C=1C(=C2C=CC(=NC2=CC1C)C)Br ((S)-2-(5-bromo-2,7-dimethylquinolin-6-yl)-2-hydroxyethyl pivalate), Cl(=O)(=O)(=O)O (perchloric acid). Solvent: C(C)(C)(C)OC(C)=O (t-butylacetate). Run at time 2 hour. The product is C(C(C)(C)C)(=O)OC[C@@H](OC(C)(C)C)C=1C(=C2C=CC(=NC2=CC1C)C)Br ((S)-2-(5-bromo-2,7-dimethylquinolin-6-yl)-2-tert-butoxyethyl pivalate). As a reaction SMILES: [C:1]([O:7][CH2:8][C@H:9]([C:11]1[C:12]([Br:23])=[C:13]2[C:18](=[CH:19][C:20]=1[CH3:21])[N:17]=[C:16]([CH3:22])[CH:15]=[CH:14]2)[OH:10])(=[O:6])[C:2]([CH3:5])([CH3:4])[CH3:3].Cl(O)(=O)(=O)=O>C(OC(=O)C)(C)(C)C>[C:1]([O:7][CH2:8][C@H:9]([C:11]1[C:12]([Br:23])=[C:13]2[C:18](=[CH:19][C:20]=1[CH3:21])[N:17]=[C:16]([CH3:22])[CH:15]=[CH:14]2)[O:10][C:2]([CH3:4])([CH3:3])[CH3:1])(=[O:6])[C:2]([CH3:5])([CH3:4])[CH3:3]. Procedure: To a stirred solution of (S)-2-(5-bromo-2,7-dimethylquinolin-6-yl)-2-hydroxyethyl pivalate (330 mg, 0.87 mmol) in t-butylacetate (10 mL) was added perchloric acid (0.3 mL, 3.5 mmol) at 0° C. The mixture was stirred at room temperature for 2 hours, quenched with slowly addition of NaHCO3 solution. The mixture was extracted with ethyl acetate. The organic layer was washed with brine, dried and concentrated in vacuo. The obtained residue was purified by flash chromatography to provide the desired p...